The task is: describe an organic reaction: reactants, conditions, products, and yield. This data is from the Open Reaction Database (ORD), a public repository of structured organic reaction records. Starting materials: S1C2=C(C=C1)C=CC=C2B(O)O (benzo[b]thiophen-7-ylboronic acid), NC1=CC=CC=C1 (aniline), O.O=CC(=O)O (2-oxoacetic acid hydrate). Solvent: CC#N (CH3CN). Run at time 2 hour. The product is S1C2=C(C=C1)C=CC=C2C(C(=O)O)NC2=CC=CC=C2 (2-(benzo[b]thiophen-7-yl)-2-(phenylamino)acetic acid). Isolated yield 63.7%. As a reaction SMILES: [S:1]1[CH:5]=[CH:4][C:3]2[CH:6]=[CH:7][CH:8]=[C:9](B(O)O)[C:2]1=2.[NH2:13][C:14]1[CH:19]=[CH:18][CH:17]=[CH:16][CH:15]=1.O.O=[CH:22][C:23]([OH:25])=[O:24]>CC#N>[S:1]1[CH:5]=[CH:4][C:3]2[CH:6]=[CH:7][CH:8]=[C:9]([CH:22]([NH:13][C:14]3[CH:19]=[CH:18][CH:17]=[CH:16][CH:15]=3)[C:23]([OH:25])=[O:24])[C:2]1=2 |f:2.3|. Procedure: A mixture of benzo[b]thiophen-7-ylboronic acid (300 mg, 1.68 mmol), aniline (157 mg, 1.68 mmol), and 2-oxoacetic acid hydrate (155 mg, 1.68 mmol) in CH3CN (20 ml) was stirred at room temperature for 2 hours. The solvent was evaporated and the crude was purified by flash chromatography (DCM/MeOH=9/1) to obtain 2-(benzo[b]thiophen-7-yl)-2-(phenylamino)acetic acid (303 mg, 63.5% yield).